Dataset: the Open Reaction Database (ORD), a public repository of structured organic reaction records. Task: describe an organic reaction: reactants, conditions, products, and yield The reactants are IC1=CC=C(C#N)C=C1 (4-Iodobenzonitrile), C(CCC)OC(C=C)=O (n-butylacrylate). Product: C(#N)C1=CC=C(C=C1)/C=C/C(=O)OCCCC ((E)-n-butyl 3-(4-cyanophenyl)acrylate). As a reaction SMILES: I[C:2]1[CH:9]=[CH:8][C:5]([C:6]#[N:7])=[CH:4][CH:3]=1.[CH2:10]([O:14][C:15](=[O:18])[CH:16]=[CH2:17])[CH2:11][CH2:12][CH3:13]>>[C:6]([C:5]1[CH:8]=[CH:9][C:2](/[CH:17]=[CH:16]/[C:15]([O:14][CH2:10][CH2:11][CH2:12][CH3:13])=[O:18])=[CH:3][CH:4]=1)#[N:7]. Procedure details: 4-Iodobenzonitrile (57 mg, 0.25 mmol) and n-butylacrylate (54 μL, 0.375 mmol) were coupled using the procedure described above, except the reaction was performed at 50° C., to give 100% conversion to (E)-n-butyl 3-(4-cyanophenyl)acrylate by GC analysis. Starting materials: ClC=1C=C(C=CC1Cl)NC1=NOC(=N1)CCC=1C=C2CCC(N(C2=CC1)CC1=CC=C(C=C1)OC)=O (6-(2-(3-(3,4-dichlorophenylamino)-1,2,4-oxadiazol-5-yl)ethyl)-1-(4-methoxybenzyl)-3,4-dihydroquinolin-2(1H)-one), C(=O)(C(F)(F)F)O (TFA), C1(=CC=CC=C1)OC (anisole). Conditions: temperature 60 celsius. Yields the product ClC=1C=C(C=CC1Cl)NC1=NOC(=N1)CCC=1C=C2CCC(NC2=CC1)=O (6-(2-(3-(3,4-dichlorophenylamino)-1,2,4-oxadiazol-5-yl)ethyl)-3,4-dihydroquinolin-2(1H)-one). Yield: 432.8%. Reaction SMILES: [Cl:1][C:2]1[CH:3]=[C:4]([NH:9][C:10]2[N:14]=[C:13]([CH2:15][CH2:16][C:17]3[CH:18]=[C:19]4[C:24](=[CH:25][CH:26]=3)[N:23](CC3C=CC(OC)=CC=3)[C:22](=[O:36])[CH2:21][CH2:20]4)[O:12][N:11]=2)[CH:5]=[CH:6][C:7]=1[Cl:8].C(O)(C(F)(F)F)=O.C1(OC)C=CC=CC=1>>[Cl:1][C:2]1[CH:3]=[C:4]([NH:9][C:10]2[N:14]=[C:13]([CH2:15][CH2:16][C:17]3[CH:18]=[C:19]4[C:24](=[CH:25][CH:26]=3)[NH:23][C:22](=[O:36])[CH2:21][CH2:20]4)[O:12][N:11]=2)[CH:5]=[CH:6][C:7]=1[Cl:8]. Procedure details: To 6-(2-(3-(3,4-dichlorophenylamino)-1,2,4-oxadiazol-5-yl)ethyl)-1-(4-methoxybenzyl)-3,4-dihydroquinolin-2(1H)-one (0.06 g 0.011 mmol) was added TFA (0.13 g, 0.11 mmol) and anisole (0.012 mmol). The resulting reaction mixture was heated to 60° C. for 4 h. TFA and anisole were removed under vacuum and the crude material was washed with hexane and diethyl ether to afford 6-(2-(3-(3,4-dichlorophenylamino)-1,2,4-oxadiazol-5-yl)ethyl)-3,4-dihydroquinolin-2(1H)-one as a brown solid (19.2 mg, 41%). 1HN... The reactants are C(C1=CC=CC=C1)OC=1N=NC(=CC1OCC1=CC=CC=C1)C#CC1=NC=C(C=C1)C(F)(F)F (3,4-bis(benzyloxy)-6-{[5-(trifluoromethyl)pyridin-2-yl]ethynyl}pyridazine), C(C1=CC=CC=C1)OC=1N=NC(=CC1OCC1=CC=CC=C1)C#C (3,4-bis(Benzyloxy)-6-ethynylpyridazine), IC1=CC(=C(C=C1)OC)OC (4-iodo-1,2-dimethoxybenzene), C(C1=CC=CC=C1)OC=1N=NC(=CC1OCC1=CC=CC=C1)C#CC1=NC=C(C=C1)C(F)(F)F (3,4-bis(benzyloxy)-6-{[5-(trifluoromethyl)pyridin-2-yl]ethynyl}pyridazine), C(C1=CC=CC=C1)OC=1N=NC(=CC1OCC1=CC=CC=C1)C#C (3,4-bis(Benzyloxy)-6-ethynylpyridazine). Product: C(C1=CC=CC=C1)OC=1N=NC(=CC1OCC1=CC=CC=C1)C#CC1=CC(=C(C=C1)OC)OC (3,4-bis(Benzyloxy)-6-[2-(3,4-dimethoxyphenyl)ethynyl]pyridazine). The yield is 17.0%. Reaction SMILES: C(OC1N=NC(C#CC2C=CC(C(F)(F)F)=CN=2)=CC=1OCC1C=CC=CC=1)C1C=CC=CC=1.[CH2:35]([O:42][C:43]1[N:44]=[N:45][C:46]([C:57]#[CH:58])=[CH:47][C:48]=1[O:49][CH2:50][C:51]1[CH:56]=[CH:55][CH:54]=[CH:53][CH:52]=1)[C:36]1[CH:41]=[CH:40][CH:39]=[CH:38][CH:37]=1.I[C:60]1[CH:65]=[CH:64][C:63]([O:66][CH3:67])=[C:62]([O:68][CH3:69])[CH:61]=1>>[CH2:35]([O:42][C:43]1[N:44]=[N:45][C:46]([C:57]#[C:58][C:60]2[CH:65]=[CH:64][C:63]([O:66][CH3:67])=[C:62]([O:68][CH3:69])[CH:61]=2)=[CH:47][C:48]=1[O:49][CH2:50][C:51]1[CH:56]=[CH:55][CH:54]=[CH:53][CH:52]=1)[C:36]1[CH:37]=[CH:38][CH:39]=[CH:40][CH:41]=1. Reported procedure: Prepared as described for 3,4-bis(benzyloxy)-6-{[5-(trifluoromethyl)pyridin-2-yl]ethynyl}pyridazine (Intermediate 6) from 3,4-bis(benzyloxy)-6-ethynylpyridazine (Intermediate 5) and 4-iodo-1,2-dimethoxybenzene in 17% yield. The reactants are S(O)(O)(=O)=O (sulfuric acid), solution, C1(CCCCC1)P(C1CCCCC1)C1CCCCC1 (tricyclohexyl phosphine). Solvent: C(C)OCC (diethylether). Product: S(=O)(=O)(O)[O-].C1(CCCCC1)[PH+](C1CCCCC1)C1CCCCC1 (Tricyclohexyl Phosphonium Hydrogen Sulfate). As a reaction SMILES: [S:1](=[O:5])(=[O:4])([OH:3])[OH:2].[CH:6]1([P:12]([CH:19]2[CH2:24][CH2:23][CH2:22][CH2:21][CH2:20]2)[CH:13]2[CH2:18][CH2:17][CH2:16][CH2:15][CH2:14]2)[CH2:11][CH2:10][CH2:9][CH2:8][CH2:7]1>C(OCC)C>[S:1]([O-:5])([OH:4])(=[O:3])=[O:2].[CH:19]1([PH+:12]([CH:6]2[CH2:7][CH2:8][CH2:9][CH2:10][CH2:11]2)[CH:13]2[CH2:18][CH2:17][CH2:16][CH2:15][CH2:14]2)[CH2:20][CH2:21][CH2:22][CH2:23][CH2:24]1 |f:3.4|. Procedure details: 1.2 g (12 mmol) concentrated sulfuric acid are added to 25 ml of a solution of 12 mmol tricyclohexyl phosphine in diethylether prepared as in comparative example 3. The initially formed smudgy mass crystallizes over time, and can then be filtered off. 4.5 g of a colorless hygroscopic solid is obtained. Reactants: aqueous solution, [OH-].[Na+] (caustic soda), CC1OC2(C(C1=O)C(=O)OCC)CCN(CC2)C (Ethyl 2,8-dimethyl-3-oxo-1-oxa-8-azaspiro[4,5]decane-4-carboxylate). The solvent is Cl (HCl). The product is CC1OC2(CC1=O)CCN(CC2)C (2,8-dimethyl-1-oxa-8-azaspiro[4,5]decan-3-one). Yield: 81.4%. RXN SMILES: [CH3:1][CH:2]1[C:6](=[O:7])[CH:5](C(OCC)=O)[C:4]2([CH2:17][CH2:16][N:15]([CH3:18])[CH2:14][CH2:13]2)[O:3]1.[OH-].[Na+]>Cl>[CH3:1][CH:2]1[C:6](=[O:7])[CH2:5][C:4]2([CH2:17][CH2:16][N:15]([CH3:18])[CH2:14][CH2:13]2)[O:3]1 |f:1.2|. Procedure details: Ethyl 2,8-dimethyl-3-oxo-1-oxa-8-azaspiro[4,5]decane-4-carboxylate (3.08 g) was dissolved in 50 ml of 1N-HCl, and the solution was heated under reflux for eight hours. The reaction mixture was allowed to cool to room temperature, then cooled in an ice-water bath, and basified by addition of 20% aqueous solution of caustic soda. This alkaline solution was extracted thrice with about 80 ml of chloroform, and the combined extract was washed with saturated aqueous solution of sodium chloride and dri... Reactants: [BH4-].[Li+] (lithium borohydride), C(C)(C)(C)OC(=O)N1CCC(CC1)(COC(COCC1=CC=CC=C1)(C(=O)OC)C1=CC(=CC(=C1)C(F)(F)F)C(F)(F)F)C1=CC=CC=C1 (1-tert-Butoxycarbonyl-4-phenyl-4-[(1-(3,5-bis(trifluoromethyl)phenyl)-2-benzyloxy-1-methoxycarbonylethoxy)methyl]piperidine), Cl (HCl). Solvent: O1CCCC1 (tetrahydrofuran). Reaction conditions: temperature 25 celsius, time 30 minute. The product is Cl.C1(=CC=CC=C1)C1(CCNCC1)COC(CO)(CO)C1=CC(=CC(=C1)C(F)(F)F)C(F)(F)F (4-Phenyl-4-[(1-(3,5-bis(trifluoromethyl)Phenyl)-1-hydroxymethyl-2-hydroxyethoxy)methyl]piperidine Hydrochloride). RXN SMILES: C(OC([N:8]1[CH2:13][CH2:12][C:11]([C:44]2[CH:49]=[CH:48][CH:47]=[CH:46][CH:45]=2)([CH2:14][O:15][C:16]([C:30]2[CH:35]=[C:34]([C:36]([F:39])([F:38])[F:37])[CH:33]=[C:32]([C:40]([F:43])([F:42])[F:41])[CH:31]=2)([C:26](OC)=[O:27])[CH2:17][O:18]CC2C=CC=CC=2)[CH2:10][CH2:9]1)=O)(C)(C)C.[BH4-].[Li+].[ClH:52]>O1CCCC1>[ClH:52].[C:44]1([C:11]2([CH2:14][O:15][C:16]([C:30]3[CH:35]=[C:34]([C:36]([F:37])([F:38])[F:39])[CH:33]=[C:32]([C:40]([F:43])([F:41])[F:42])[CH:31]=3)([CH2:26][OH:27])[CH2:17][OH:18])[CH2:10][CH2:9][NH:8][CH2:13][CH2:12]2)[CH:49]=[CH:48][CH:47]=[CH:46][CH:45]=1 |f:1.2,5.6|. Procedure: The oil from step (a) above was dissolved in anhydrous tetrahydrofuran (50 ml) and lithium borohydride (0.140 g, 6.5 mmol) was added. The reaction was stirred at 25° C. for 30 minutes and quenched with saturated aqueous ammonium chloride solution (75 ml) and extracted into ethyl acetate (75 ml). The organic layer was dried over (MgSO4) and removed in vacuo. The residue was dissolved in ethanol (15 ml) and hydrogenated at 50 psi over Pd(OH)2 (0.150 g) for 16 h. The catalyst was filtered and the s... The reactants are C(C)(C)N(C(C)C)CC (N,N-diisopropylethylamine), C(#N)C=1C=C2C(CCOC2=CC1OC1=CC=C(C(=O)O)C=C1)C(=O)OC (4-(6-cyano-4-(methoxycarbonyl)chroman-7-yloxy)benzoic acid), Cl.Cl.CN(C)CC1=CC=C(C=C1)CCN (2-(4-((dimethylamino)methyl)phenyl)ethanamine dihydrochloride), O-(7-azabenzotriazol-1-yl)-N,N,N′-tetramethyluronium hexafluorophosphate. Solvent: CN(C=O)C (N,N-dimethylformamide). Run at time 60 minute. Product: C(#N)C=1C=C2C(CCOC2=CC1OC1=CC=C(C=C1)C(NCCC1=CC=C(C=C1)CN(C)C)=O)C(=O)OC (methyl 6-cyano-7-(4-(4-((dimethylamino)methyl)phenethylcarbamoyl)phenoxy)chroman-4-carboxylate). Isolated yield 57.0%. Reaction SMILES: [C:1]([C:3]1[CH:4]=[C:5]2[C:10](=[CH:11][C:12]=1[O:13][C:14]1[CH:22]=[CH:21][C:17]([C:18](O)=[O:19])=[CH:16][CH:15]=1)[O:9][CH2:8][CH2:7][CH:6]2[C:23]([O:25][CH3:26])=[O:24])#[N:2].Cl.Cl.[CH3:29][N:30]([CH2:32][C:33]1[CH:38]=[CH:37][C:36]([CH2:39][CH2:40][NH2:41])=[CH:35][CH:34]=1)[CH3:31].C(N(CC)C(C)C)(C)C>CN(C)C=O>[C:1]([C:3]1[CH:4]=[C:5]2[C:10](=[CH:11][C:12]=1[O:13][C:14]1[CH:22]=[CH:21][C:17]([C:18](=[O:19])[NH:41][CH2:40][CH2:39][C:36]3[CH:37]=[CH:38][C:33]([CH2:32][N:30]([CH3:31])[CH3:29])=[CH:34][CH:35]=3)=[CH:16][CH:15]=1)[O:9][CH2:8][CH2:7][CH:6]2[C:23]([O:25][CH3:26])=[O:24])#[N:2] |f:1.2.3|. Procedure details: To a stirred suspension of 4-(6-cyano-4-(methoxycarbonyl)chroman-7-yloxy)benzoic acid (0.10 g, 0.28 mmol), 2-(4-((dimethylamino)methyl)phenyl)ethanamine dihydrochloride (0.056 g, 0.31 mmol), and O-(7-azabenzotriazol-1-yl)-N,N,N′-tetramethyluronium hexafluorophosphate (0.13 g, 0.34 mmol) in N,N-dimethylformamide (1.4 mL) at ambient temperature was added N,N-diisopropylethylamine (0.25 mL, 1.4 mmol). The resulting solution was stirred at ambient temperature for 60 minutes, then partitioned between...